Dataset: the Open Reaction Database (ORD), a public repository of structured organic reaction records. Task: describe an organic reaction: reactants, conditions, products, and yield Reactants: CC(C)O, CNC(=O)c1ccccc1Nc1nc(Cl)ncc1Cl, Nc1ccc2c(c1)CCC(N1CCOCC1)CC2. Yields the product CNC(=O)c1ccccc1Nc1nc(Nc2ccc3c(c2)CCC(N2CCOCC2)CC3)ncc1Cl. As a reaction SMILES: [CH:38]([OH:39])([CH3:40])[CH3:41].[Cl:19][c:20]1[n:21][cH:22][c:23]([Cl:37])[c:24]([NH:26][c:27]2[c:28]([C:29](=[O:30])[NH:31][CH3:32])[cH:33][cH:34][cH:35][cH:36]2)[n:25]1.[O:1]1[CH2:2][CH2:3][N:4]([CH:7]2[CH2:8][CH2:9][c:10]3[c:11]([cH:14][c:15]([NH2:18])[cH:16][cH:17]3)[CH2:12][CH2:13]2)[CH2:5][CH2:6]1>>[O:1]1[CH2:2][CH2:3][N:4]([CH:7]2[CH2:8][CH2:9][c:10]3[c:11]([cH:14][c:15]([NH:18][c:20]4[n:21][cH:22][c:23]([Cl:37])[c:24]([NH:26][c:27]5[c:28]([C:29](=[O:30])[NH:31][CH3:32])[cH:33][cH:34][cH:35][cH:36]5)[n:25]4)[cH:16][cH:17]3)[CH2:12][CH2:13]2)[CH2:5][CH2:6]1. Starting materials: N1C=NC=C1 (imidazole), S(=O)(Cl)Cl (thionyl chloride), C(C1=CC=CC=C1)SCC(=O)C1=C(C=CC=C1)O (2-benzylthio-2'-hydroxyacetophenone), Ice water. Run in C(Cl)Cl (methylene chloride). Conditions: time 30 minute. The product is OC1=C(C=CC=C1)C(=CSCC1=CC=CC=C1)C=1NC=CN1 (1-(2-hydroxyphenyl)-1-imidazolyl-2-benzylthioethylene), Compound 2. As a reaction SMILES: [NH:1]1[CH:5]=[CH:4][N:3]=[CH:2]1.S(Cl)(Cl)=O.[CH2:10]([S:17][CH2:18][C:19]([C:21]1[CH:26]=[CH:25][CH:24]=[CH:23][C:22]=1[OH:27])=O)[C:11]1[CH:16]=[CH:15][CH:14]=[CH:13][CH:12]=1>C(Cl)Cl>[OH:27][C:22]1[CH:23]=[CH:24][CH:25]=[CH:26][C:21]=1[C:19]([C:2]1[NH:1][CH:5]=[CH:4][N:3]=1)=[CH:18][S:17][CH2:10][C:11]1[CH:12]=[CH:13][CH:14]=[CH:15][CH:16]=1. Procedure: To a suspension of 4.08 g of imidazole and 30 ml of dry methylene chloride, 1.78 g of thionyl chloride was added with ice-cooling. After stirring the reaction mixture for 30 minutes, 2.58 g of 2-benzylthio-2'-hydroxyacetophenone was added, followed by further stirring at room temperature for 2 hours. Ice water was added to the reaction mixture, followed by extraction with methylene chloride. The organic, i.e., methylene chloride layer was washed with water, dried over magnesium sulfate and then ... The reactants are NC1=NC=C(C2=C1C(=CS2)C2=CC=C(C=C2)NC(=O)NC2=CC(=CC=C2)F)C=2C=NN(C2)CCO (N-(4-{4-amino-7-[1-(2-hydroxyethyl)-1H-pyrazol-4-yl]thieno[3,2-c]pyridin-3-yl}phenyl)-N′-(3-fluorophenyl)urea), solids, CC(=O)C (acetone), C(CC(O)(C(=O)O)CC(=O)O)(=O)O (Citric acid). The solvent is O (water), O (water). Conditions: temperature 70 celsius, time 30 minute. The product is C(CC(O)(C(=O)O)CC(=O)O)(=O)O.NC1=NC=C(C2=C1C(=CS2)C2=CC=C(C=C2)NC(=O)NC2=CC(=CC=C2)F)C=2C=NN(C2)CCO (N-(4-{4-amino-7-[1-(2-hydroxyethyl)-1H-pyrazol-4-yl]thieno[3,2-c]pyridin-3-yl}phenyl)-N′-(3-fluorophenyl)urea dihydrogen citrate). RXN SMILES: [NH2:1][C:2]1[C:7]2[C:8]([C:11]3[CH:16]=[CH:15][C:14]([NH:17][C:18]([NH:20][C:21]4[CH:26]=[CH:25][CH:24]=[C:23]([F:27])[CH:22]=4)=[O:19])=[CH:13][CH:12]=3)=[CH:9][S:10][C:6]=2[C:5]([C:28]2[CH:29]=[N:30][N:31]([CH2:33][CH2:34][OH:35])[CH:32]=2)=[CH:4][N:3]=1.CC(C)=O.[C:40]([OH:52])(=[O:51])[CH2:41][C:42]([CH2:47][C:48]([OH:50])=[O:49])([C:44]([OH:46])=[O:45])[OH:43]>O>[C:40]([OH:52])(=[O:51])[CH2:41][C:42]([CH2:47][C:48]([OH:50])=[O:49])([C:44]([OH:46])=[O:45])[OH:43].[NH2:1][C:2]1[C:7]2[C:8]([C:11]3[CH:12]=[CH:13][C:14]([NH:17][C:18]([NH:20][C:21]4[CH:26]=[CH:25][CH:24]=[C:23]([F:27])[CH:22]=4)=[O:19])=[CH:15][CH:16]=3)=[CH:9][S:10][C:6]=2[C:5]([C:28]2[CH:29]=[N:30][N:31]([CH2:33][CH2:34][OH:35])[CH:32]=2)=[CH:4][N:3]=1 |f:4.5|. Procedure: N-(4-{4-amino-7-[1-(2-hydroxyethyl)-1H-pyrazol-4-yl]thieno[3,2-c]pyridin-3-yl}phenyl)-N′-(3-fluorophenyl)urea free base solids (399.87 mg) was added to 20 mL of acetone:water mixture (75:25 v:v) and heated with stirring at 70° C. for 30 minutes. The sample remained as a suspension. Citric acid (1.2 mL, 1 M) solution in water was added with continued stirring at 70° C. At the end of approximately one hour, the sample was almost completely dissolved. The sample was allowed to cool slowly to ambien... The reactants are N1C=NC2=C1C=CC(=C2)CC(C(=O)N2CCC(CC2)C)NS(=O)(=O)C2=CC=C(C=C2)C2=C(C=CC=C2)[N+](=O)[O-] (N-[1-(1H-benzimidazol-5-yl-methyl)-2-(4-methyl-piperidin-1-yl)-2-oxo-ethyl]-2'-nitro-4-biphenylyl-sulphonamide). Reagents/catalysts: [Ni] (Raney nickel), [Pt] (platinum/charcoal). The product is N1C=NC2=C1C=CC(=C2)CC(C(=O)N2CCC(CC2)C)NS(=O)(=O)C2=CC=C(C=C2)C2=C(C=CC=C2)N (N-[1-(1H-Benzimidazol-5-yl-methyl)-2-(4-methyl-piperidin-1-yl)-2-oxo-ethyl]-2'-amino-4-biphenylylsulphonamide). Reaction SMILES: [NH:1]1[C:5]2[CH:6]=[CH:7][C:8]([CH2:10][CH:11]([NH:21][S:22]([C:25]3[CH:30]=[CH:29][C:28]([C:31]4[CH:36]=[CH:35][CH:34]=[CH:33][C:32]=4[N+:37]([O-])=O)=[CH:27][CH:26]=3)(=[O:24])=[O:23])[C:12]([N:14]3[CH2:19][CH2:18][CH:17]([CH3:20])[CH2:16][CH2:15]3)=[O:13])=[CH:9][C:4]=2[N:3]=[CH:2]1>[Ni].[Pt]>[NH:1]1[C:5]2[CH:6]=[CH:7][C:8]([CH2:10][CH:11]([NH:21][S:22]([C:25]3[CH:26]=[CH:27][C:28]([C:31]4[CH:36]=[CH:35][CH:34]=[CH:33][C:32]=4[NH2:37])=[CH:29][CH:30]=3)(=[O:23])=[O:24])[C:12]([N:14]3[CH2:19][CH2:18][CH:17]([CH3:20])[CH2:16][CH2:15]3)=[O:13])=[CH:9][C:4]=2[N:3]=[CH:2]1. Procedure: Prepared from N-[1-(1H-benzimidazol-5-yl-methyl)-2-(4-methyl-piperidin-1-yl)-2-oxo-ethyl]-2'-nitro-4-biphenylyl-sulphonamide in the presence of platinum/charcoal or Raney nickel and under a hydrogen pressure of 3 bar analogously to Example 22. Reactants: [Br-], C[Mg+], CCOCC, O=C1CN(C(c2ccccc2)c2ccccc2)C1. The product is CC1(O)CN(C(c2ccccc2)c2ccccc2)C1. RXN SMILES: [Br-:19].[CH3:20][Mg+:21].[CH3:22][CH2:23][O:24][CH2:25][CH3:26].[CH:1]([c:2]1[cH:3][cH:4][cH:5][cH:6][cH:7]1)([c:8]1[cH:9][cH:10][cH:11][cH:12][cH:13]1)[N:14]1[CH2:15][C:16](=[O:18])[CH2:17]1>>[CH:1]([c:2]1[cH:3][cH:4][cH:5][cH:6][cH:7]1)([c:8]1[cH:9][cH:10][cH:11][cH:12][cH:13]1)[N:14]1[CH2:15][C:16]([OH:18])([CH3:20])[CH2:17]1. Reactants: N[C@H]1COC2=C(C1)C(=CC=C2F)OC ((R)-3-amino-8-fluoro-5-methoxy-3,4-dihydro-2H-1-benzopyran), [BH3-]C#N.[Na+] (NaCNBH3), C1(CCCC1)=O (cyclopentanone), CC(=O)O (HOAc). Run in CO (methanol). Conditions: time 8 hour. Product: C1(CCCC1)N[C@H]1COC2=C(C1)C(=CC=C2F)OC ((R)-3-(N-Cyclopentylamino)-8-fluoro-5-methoxy-3,4dihydro-2H-1-benzopyran). As a reaction SMILES: [NH2:1][C@@H:2]1[CH2:7][C:6]2[C:8]([O:13][CH3:14])=[CH:9][CH:10]=[C:11]([F:12])[C:5]=2[O:4][CH2:3]1.[C:15]1(=O)[CH2:19][CH2:18][CH2:17][CH2:16]1.CC(O)=O.[BH3-]C#N.[Na+]>CO>[CH:15]1([NH:1][C@@H:2]2[CH2:7][C:6]3[C:8]([O:13][CH3:14])=[CH:9][CH:10]=[C:11]([F:12])[C:5]=3[O:4][CH2:3]2)[CH2:19][CH2:18][CH2:17][CH2:16]1 |f:3.4|. Reported procedure: To a solution of (R)-3-amino-8-fluoro-5-methoxy-3,4-dihydro-2H-1-benzopyran (2.5 g, 12 mmol), cyclopentanone (3.3 g, 36 mmol) and HOAc (0.7 g, 12 mmol) in methanol (25 mL ) was NaCNBH3 (2.5 g, 40 mmol) added in portions at room temperature. The solution was stirred at room temperature overnight to give a quantitative yield of the title compound. GC/MS (70 eV) M=265 (30%).